Dataset: the Open Reaction Database (ORD), a public repository of structured organic reaction records. Task: describe an organic reaction: reactants, conditions, products, and yield Reactants: C=CC#N, CCO, NCC1CCN(Cc2ccccc2)CC1. Yields the product N#CCCNCC1CCN(Cc2ccccc2)CC1. As a reaction SMILES: [CH2:16]=[CH:17][C:18]#[N:19].[CH3:20][CH2:21][OH:22].[c:1]1([CH2:7][N:8]2[CH2:9][CH2:10][CH:11]([CH2:14][NH2:15])[CH2:12][CH2:13]2)[cH:2][cH:3][cH:4][cH:5][cH:6]1>>[c:1]1([CH2:7][N:8]2[CH2:9][CH2:10][CH:11]([CH2:14][NH:15][CH2:16][CH2:17][C:18]#[N:19])[CH2:12][CH2:13]2)[cH:2][cH:3][cH:4][cH:5][cH:6]1. Reactants: FC1=C(C=CC=C1)[N+](=O)[O-] (1-fluoro-2-nitrobenzene), C[Si](C)(C)[N-][Si](C)(C)C.[K+] (potassium bis(trimethylsilyl)amide), OS(=O)(=O)[O-].[K+] (KHSO4), C(C1=CC=CC=C1)N(C(C(=O)O)C1(CCCCC1)O)CC1=CC=CC=C1 (2-(dibenzylamino)-2-(1-hydroxycyclohexyl)acetic acid), FC1=C(C=CC=C1)[N+](=O)[O-] (1-fluoro-2-nitrobenzene), C[Si](C)(C)[N-][Si](C)(C)C.[K+] (potassium bis(trimethylsilyl)amide), C1(=CC=CC=C1)C (toluene). Run in O (H2O), C1CCOC1 (THF). Run at temperature 60 celsius, time 90 minute. The product is NC1=C(OC2(CCCCC2)C(C(=O)O)N(CC2=CC=CC=C2)CC2=CC=CC=C2)C=CC=C1 (2-(1-(2-aminophenoxyl)cyclohexyl)-2-(dibenzylamino)acetic acid). Yield: 90.9%. Reaction SMILES: [CH2:1]([N:8]([CH2:20][C:21]1[CH:26]=[CH:25][CH:24]=[CH:23][CH:22]=1)[CH:9]([C:13]1([OH:19])[CH2:18][CH2:17][CH2:16][CH2:15][CH2:14]1)[C:10]([OH:12])=[O:11])[C:2]1[CH:7]=[CH:6][CH:5]=[CH:4][CH:3]=1.F[C:28]1[CH:33]=[CH:32][CH:31]=[CH:30][C:29]=1[N+:34]([O-])=O.C[Si]([N-][Si](C)(C)C)(C)C.[K+].C1(C)C=CC=CC=1.OS([O-])(=O)=O.[K+]>C1COCC1.O>[NH2:34][C:29]1[CH:30]=[CH:31][CH:32]=[CH:33][C:28]=1[O:19][C:13]1([CH:9]([N:8]([CH2:1][C:2]2[CH:3]=[CH:4][CH:5]=[CH:6][CH:7]=2)[CH2:20][C:21]2[CH:26]=[CH:25][CH:24]=[CH:23][CH:22]=2)[C:10]([OH:12])=[O:11])[CH2:14][CH2:15][CH2:16][CH2:17][CH2:18]1 |f:2.3,5.6|. Reported procedure: 2-(dibenzylamino)-2-(1-hydroxycyclohexyl)acetic acid (0.70 g, 1.98 mmol, Eq: 1.00) and 1-fluoro-2-nitrobenzene (293 mg, 219 μl, 2.08 mmol, Eq: 1.05) were dissolved in THF (10 mL) and a solution of potassium bis(trimethylsilyl)amide 0.5 M in toluene (8.71 mL, 4.36 mmol, Eq: 2.2) was added. The mixture was heated to 60° C. After 1 h the mixture was cooled to RT and 0.2 mL 1-fluoro-2-nitrobenzene and an additional 9 mL of potassium bis(trimethylsilyl)amide (0.5 M in toluene) were added and the mixt... Reactants: C(C)OCC (diethyl ether), Cl (hydrogen chloride), O1CCOCC1 (dioxane), C(C)(C)(C)OC(=O)NC1=CC=C(CNC2=C(C=CC=3CCN(CCC32)C(C(F)(F)F)=O)Cl)C=C1 (6-(4-tert-butoxycarbonylamino-benzylamino)-7-chloro-3-(2,2,2-trifluoroacetyl)-2,3,4,5-tetrahydro-1H-benzo[d]-azepine). Solvent: O1CCOCC1.C(Cl)Cl (1,4-dioxane DCM). Run at time 8 hour. The product is Cl.NC1=CC=C(CNC2=C(C=CC=3CCN(CCC32)C(C(F)(F)F)=O)Cl)C=C1 (6-(4-Amino-benzylamino)-7-chloro-3-(2,2,2-trifluoroacetyl)-2,3,4,5-tetrahydro-1H-benzo[d]-azepine Hydrochloride). Yield: 229.2%. As a reaction SMILES: Cl.O1CCOCC1.C(OC([NH:15][C:16]1[CH:41]=[CH:40][C:19]([CH2:20][NH:21][C:22]2[C:32]3[CH2:31][CH2:30][N:29]([C:33](=[O:38])[C:34]([F:37])([F:36])[F:35])[CH2:28][CH2:27][C:26]=3[CH:25]=[CH:24][C:23]=2[Cl:39])=[CH:18][CH:17]=1)=O)(C)(C)C.C(OCC)C>O1CCOCC1.C(Cl)Cl>[ClH:39].[NH2:15][C:16]1[CH:17]=[CH:18][C:19]([CH2:20][NH:21][C:22]2[C:32]3[CH2:31][CH2:30][N:29]([C:33](=[O:38])[C:34]([F:37])([F:35])[F:36])[CH2:28][CH2:27][C:26]=3[CH:25]=[CH:24][C:23]=2[Cl:39])=[CH:40][CH:41]=1 |f:4.5,6.7|. Procedure details: Add 4M hydrogen chloride in dioxane (20 mL, 20 mmol) to a solution of 6-(4-tert-butoxycarbonylamino-benzylamino)-7-chloro-3-(2,2,2-trifluoroacetyl)-2,3,4,5-tetrahydro-1H-benzo[d]-azepine (0.219, 0.44 mmol) in 1,4-dioxane/DCM (1:1, 40 mL). Stir overnight at room temperature, add diethyl ether and concentrate in vacuo to obtain the title compound (0.219 g, 100%) that was dried in vacuo. Starting materials: OC(C1CCC=2N(C3=CC=CC=C3C2C)C1=O)C=1N(C=CN1)C(C1=CC=CC=C1)(C1=CC=CC=C1)C1=CC=CC=C1 (8,9-dihydro-7-[(hydroxy)(1-trityl-1H-imidazol-2-yl)methyl]-10-methylpyrido[1,2-a]indol-6(7H)-one). Solvent: C(C)(=O)O (acetic acid), O (water). Yields the product OC(C1CCC=2N(C3=CC=CC=C3C2C)C1=O)C=1NC=CN1 (8,9-dihydro-7-[(hydroxy)(1H-imidazol-2-yl)methyl]-10-methylpyrido[1,2-a]indol-6(7H)-one). Yield: 71.7%. RXN SMILES: [OH:1][CH:2]([C:18]1[N:19](C(C2C=CC=CC=2)(C2C=CC=CC=2)C2C=CC=CC=2)[CH:20]=[CH:21][N:22]=1)[CH:3]1[C:16](=[O:17])[N:7]2[C:8]3[C:13]([C:14]([CH3:15])=[C:6]2[CH2:5][CH2:4]1)=[CH:12][CH:11]=[CH:10][CH:9]=3>C(O)(=O)C.O>[OH:1][CH:2]([C:18]1[NH:22][CH:21]=[CH:20][N:19]=1)[CH:3]1[C:16](=[O:17])[N:7]2[C:8]3[C:13]([C:14]([CH3:15])=[C:6]2[CH2:5][CH2:4]1)=[CH:12][CH:11]=[CH:10][CH:9]=3. Procedure details: A solution of 8,9-dihydro-7-[(hydroxy)(1-trityl-1H-imidazol-2-yl)methyl]-10-methylpyrido[1,2-a]indol-6(7H)-one (376 mg) in acetic acid (15 ml) and water (5 ml) was stirred at 60° C. for 2.5 hours. After evaporation of the solvent, the residue was diluted with water, neutralized with an aqueous solution of sodium hydrogencarbonate, and extracted three times with chloroform. The organic layer was washed with brine, dried over anhydrous magnesium sulfate, and evaporated in vacuo. Purification of th...